Dataset: the Open Reaction Database (ORD), a public repository of structured organic reaction records. Task: describe an organic reaction: reactants, conditions, products, and yield Starting materials: resultant solution, C(C(C)C)C(=O)C (methyl isobutyl ketone), C1(=CC=CC=C1)C(C1=CC=CC=C1)Br (diphenylmethyl bromide), OC1CCN(CC1)CCCOC1=C(C=CC=C1)[N+](=O)[O-] (4-hydroxy-1-[3-(2-nitrophenoxy)propyl]piperidine). Solvent: C(C)N(CC)CC (triethylamine). Run at time 15 hour. The product is C1(=CC=CC=C1)C(OC1CCN(CC1)CCCOC1=C(C=CC=C1)[N+](=O)[O-])C1=CC=CC=C1 (4-diphenylmethoxy-1-[3-(2-nitrophenoxy)propyl]piperidine). Isolated yield 76.0%. As a reaction SMILES: C(C(C)=O)C(C)C.[C:8]1([CH:14](Br)[C:15]2[CH:20]=[CH:19][CH:18]=[CH:17][CH:16]=2)[CH:13]=[CH:12][CH:11]=[CH:10][CH:9]=1.[OH:22][CH:23]1[CH2:28][CH2:27][N:26]([CH2:29][CH2:30][CH2:31][O:32][C:33]2[CH:38]=[CH:37][CH:36]=[CH:35][C:34]=2[N+:39]([O-:41])=[O:40])[CH2:25][CH2:24]1>C(N(CC)CC)C>[C:8]1([CH:14]([C:15]2[CH:20]=[CH:19][CH:18]=[CH:17][CH:16]=2)[O:22][CH:23]2[CH2:24][CH2:25][N:26]([CH2:29][CH2:30][CH2:31][O:32][C:33]3[CH:38]=[CH:37][CH:36]=[CH:35][C:34]=3[N+:39]([O-:41])=[O:40])[CH2:27][CH2:28]2)[CH:13]=[CH:12][CH:11]=[CH:10][CH:9]=1. Reported procedure: Into 270 ml of methyl isobutyl ketone were dissolved 32.1 g of diphenylmethyl bromide, 28.0 g of 4-hydroxy-1-[3-(2-nitrophenoxy)propyl]piperidine and 30.4 g of triethylamine. The resultant solution was heated under reflux with stirring for 15 hours. After cooling, the reaction solution was washed with water, and the solvent was removed under reduced pressure. The residue was eluted with methanol-chloroform (1:50) by silica gel column chromatography to give 33.9 g of oily 4-diphenylmethoxy-1-[3-(... Reaction SMILES: [Br:2][CH2:3][CH2:4][Br:5].[CH3:15][c:16]1[cH:17][c:18]([C:19]#[N:20])[cH:21][cH:22][cH:23]1.[Cl-:24].[Cl:7][CH:8]1[CH2:9][CH2:10][N:11]([CH3:14])[CH2:12][CH2:13]1.[I:6].[Mg:1].[NH4+:25].[O:27]1[CH2:28][CH2:29][CH2:30][CH2:31]1.[OH2:26]>>[CH:8]1([C:19]([c:18]2[cH:17][c:16]([CH3:15])[cH:23][cH:22][cH:21]2)=[O:26])[CH2:9][CH2:10][N:11]([CH3:14])[CH2:12][CH2:13]1. Reactants: BrCCBr, Cc1cccc(C#N)c1, [Cl-], CN1CCC(Cl)CC1, I, [Mg], [NH4+], C1CCOC1, O. Product: Cc1cccc(C(=O)C2CCN(C)CC2)c1. RXN SMILES: Br[CH2:2][C:3]1[NH:8][C:7]([C:9]2[C:14]([F:15])=[CH:13][CH:12]=[CH:11][N:10]=2)=[N:6][CH:5]([C:16]2[CH:21]=[CH:20][C:19]([F:22])=[CH:18][C:17]=2[Cl:23])[C:4]=1[C:24]([O:26][CH2:27][CH3:28])=[O:25].Cl.[NH:30]1[CH2:35][CH2:34][O:33][CH2:32][CH:31]1[CH2:36][CH2:37][C:38]([OH:40])=[O:39]>>[Cl:23][C:17]1[CH:18]=[C:19]([F:22])[CH:20]=[CH:21][C:16]=1[CH:5]1[N:6]=[C:7]([C:9]2[C:14]([F:15])=[CH:13][CH:12]=[CH:11][N:10]=2)[NH:8][C:3]([CH2:2][N:30]2[CH2:35][CH2:34][O:33][CH2:32][CH:31]2[CH2:36][CH2:37][C:38]([OH:40])=[O:39])=[C:4]1[C:24]([O:26][CH2:27][CH3:28])=[O:25] |f:1.2|. The product is ClC1=C(C=CC(=C1)F)C1C(=C(NC(=N1)C1=NC=CC=C1F)CN1C(COCC1)CCC(=O)O)C(=O)OCC (3-(4-((6-(2-chloro-4-fluorophenyl)-5-(ethoxycarbonyl)-2-(3-fluoropyridin-2-yl)-3,6-dihydropyrimidin-4-yl)methyl)morpholin-3-yl)propanoic acid). Reactants: BrCC1=C(C(N=C(N1)C1=NC=CC=C1F)C1=C(C=C(C=C1)F)Cl)C(=O)OCC (Ethyl 6-(bromomethyl)-4-(2-chloro-4-fluorophenyl)-2-(3-fluoropyridin-2-yl)-1,4-dihydropyrimidine-5-carboxylate), Cl.N1C(COCC1)CCC(=O)O (3-(morpholin-3-yl)propanoic acid hydrochloride). Reported procedure: Ethyl 6-(bromomethyl)-4-(2-chloro-4-fluorophenyl)-2-(3-fluoropyridin-2-yl)-1,4-dihydropyrimidine-5-carboxylate (0.72 g, 1.53 mmol) was reacted with 3-(morpholin-3-yl)propanoic acid hydrochloride (0.3 g, 1.53 mmol) according to the procedure as described in Example 28 to give the title compound as a yellow solid (0.3 g, 36%). The compound was characterized by the following spectroscopic data: Isolated yield 35.7%. Starting materials: Brc1ccc2c(c1)CCCN2CCI, O=C([O-])[O-], CCN, CC#N, Cl, [K+], [K+], O. Yields the product CCNCCN1CCCc2cc(Br)ccc21. As a reaction SMILES: [Br:1][c:2]1[cH:3][c:4]2[c:9]([cH:10][cH:11]1)[N:8]([CH2:12][CH2:13][I:14])[CH2:7][CH2:6][CH2:5]2.[C:15](=[O:16])([O-:17])[O-:18].[CH2:22]([CH3:23])[NH2:24].[CH3:25][C:26]#[N:27].[ClH:21].[K+:19].[K+:20].[OH2:28]>>[Br:1][c:2]1[cH:3][c:4]2[c:9]([cH:10][cH:11]1)[N:8]([CH2:12][CH2:13][NH:24][CH2:22][CH3:23])[CH2:7][CH2:6][CH2:5]2. Reactants: CN(C)c1cccc(C(=O)O)c1, O=C1CCC(=O)N1Br, CN(C)C=O, O. Product: CN(C)c1ccc(Br)c(C(=O)O)c1. RXN SMILES: [CH3:1][N:2]([c:3]1[cH:4][c:5]([C:6](=[O:7])[OH:8])[cH:9][cH:10][cH:11]1)[CH3:12].[O:13]=[C:14]1[N:15]([Br:20])[C:16](=[O:17])[CH2:18][CH2:19]1.[O:22]=[CH:23][N:24]([CH3:25])[CH3:26].[OH2:21]>>[CH3:1][N:2]([c:3]1[cH:4][c:5]([C:6](=[O:7])[OH:8])[c:9]([Br:20])[cH:10][cH:11]1)[CH3:12].